The task is: describe an organic reaction: reactants, conditions, products, and yield. This data is from the Open Reaction Database (ORD), a public repository of structured organic reaction records. Reactants: N([C@@H](COCC1=CC=CC=C1)C(=O)NCC(=O)N[C@@H]([C@H](OCC1=CC=CC=C1)C)C(=O)N1[C@H](C(=O)N)CCC1)C(=O)OC(C)(C)C (Boc-Ser(Bzl)-Gly-Thr(Bzl)-Pro-NH2), N([C@@H]([C@H](OCC1=CC=CC=C1)C)C(=O)NCC(=O)O)C(=O)OC(C)(C)C (Boc-Thr(Bzl)-Gly-OH). The product is N([C@@H]([C@H](OCC1=CC=CC=C1)C)C(=O)NCC(=O)N[C@@H](COCC1=CC=CC=C1)C(=O)NCC(=O)N[C@@H]([C@H](OCC1=CC=CC=C1)C)C(=O)N1[C@H](C(=O)N)CCC1)C(=O)OC(C)(C)C (Boc-Thr(Bzl)-Gly-Ser(Bzl)-Gly-Thr(Bzl)-Pro-NH2). The yield is 77.7%. RXN SMILES: [NH:1](C(OC(C)(C)C)=O)[C@H:2]([C:12]([NH:14][CH2:15][C:16]([NH:18][C@H:19]([C:30]([N:32]1[CH2:39][CH2:38][CH2:37][C@H:33]1[C:34]([NH2:36])=[O:35])=[O:31])[C@@H:20]([CH3:29])[O:21][CH2:22][C:23]1[CH:28]=[CH:27][CH:26]=[CH:25][CH:24]=1)=[O:17])=[O:13])[CH2:3][O:4][CH2:5][C:6]1[CH:11]=[CH:10][CH:9]=[CH:8][CH:7]=1.[NH:47]([C:66]([O:68][C:69]([CH3:72])([CH3:71])[CH3:70])=[O:67])[C@H:48]([C:59]([NH:61][CH2:62][C:63]([OH:65])=O)=[O:60])[C@@H:49]([CH3:58])[O:50][CH2:51][C:52]1[CH:57]=[CH:56][CH:55]=[CH:54][CH:53]=1>>[NH:47]([C:66]([O:68][C:69]([CH3:72])([CH3:71])[CH3:70])=[O:67])[C@H:48]([C:59]([NH:61][CH2:62][C:63]([NH:1][C@H:2]([C:12]([NH:14][CH2:15][C:16]([NH:18][C@H:19]([C:30]([N:32]1[CH2:39][CH2:38][CH2:37][C@H:33]1[C:34]([NH2:36])=[O:35])=[O:31])[C@@H:20]([CH3:29])[O:21][CH2:22][C:23]1[CH:24]=[CH:25][CH:26]=[CH:27][CH:28]=1)=[O:17])=[O:13])[CH2:3][O:4][CH2:5][C:6]1[CH:7]=[CH:8][CH:9]=[CH:10][CH:11]=1)=[O:65])=[O:60])[C@@H:49]([CH3:58])[O:50][CH2:51][C:52]1[CH:53]=[CH:54][CH:55]=[CH:56][CH:57]=1. Procedure details: By using 30.00 g of Boc-Ser(Bzl)-Gly-Thr(Bzl)-Pro-NH2 and 19.60 g of Boc-Thr(Bzl)-Gly-OH, and the same procedure as in Reference Example 15 was repeated to obtain 32.36 g (yield: 77.7%) of the above-mentioned objective product. Starting materials: C(C)N(CCN1C(C(C2=C(C=C(C=C12)C#N)Br)(C1=C(C=CC=C1)Cl)O)=O)CC (1-(2-diethylaminoethyl)-3-hydroxy-3-(2-chlorophenyl)-4-bromo-6-cyanooxindole), [OH-].[K+] (KOH). Run in CC(C)(C)O (t-BuOH). Reaction conditions: time 1 hour. Yields the product C(C)N(CCN1C(C(C2=C(C=C(C=C12)C(N)=O)Br)(C1=C(C=CC=C1)Cl)O)=O)CC (1-(2-Diethylaminoethyl)-3-hydroxy-3(2-chlorophenyl)-4-bromo-6-carbamoyloxindole). Isolated yield 68.0%. As a reaction SMILES: [CH2:1]([N:3]([CH2:27][CH3:28])[CH2:4][CH2:5][N:6]1[C:14]2[C:9](=[C:10]([Br:17])[CH:11]=[C:12]([C:15]#[N:16])[CH:13]=2)[C:8]([OH:25])([C:18]2[CH:23]=[CH:22][CH:21]=[CH:20][C:19]=2[Cl:24])[C:7]1=[O:26])[CH3:2].[OH-:29].[K+]>CC(O)(C)C>[CH2:27]([N:3]([CH2:1][CH3:2])[CH2:4][CH2:5][N:6]1[C:14]2[C:9](=[C:10]([Br:17])[CH:11]=[C:12]([C:15](=[O:29])[NH2:16])[CH:13]=2)[C:8]([OH:25])([C:18]2[CH:23]=[CH:22][CH:21]=[CH:20][C:19]=2[Cl:24])[C:7]1=[O:26])[CH3:28] |f:1.2|. Procedure: To 1-(2-diethylaminoethyl)-3-hydroxy-3-(2-chlorophenyl)-4-bromo-6-cyanooxindole (462.6 mg, 1.06 mmol) dissolved in anhydrous t-BuOH (30 mL) at 50° C. was added powdered KOH (1.2 g, 20 eq). The resulting solution was stirred for 1 hour and then cooled to room temperature. Ice was added and the mixture extracted with EtOAc (3×20 mL). The extracts were combined and dried (anhydrous MgSO4). After filtration, the solvent was removed in vacuo to give a light brown solid. Purification was carried out b...